The task is: describe an organic reaction: reactants, conditions, products, and yield. This data is from the Open Reaction Database (ORD), a public repository of structured organic reaction records. Reactants: B(Br)(Br)Br (BBr3), NC1=C2C=CC(NC2=CC=C1)=O (5-aminoquinolin-2(1H)-one), imine, ClC1=CC(=C(C=C1)C(CC(C=O)(C(F)(F)F)O)(C)C)OC (4-(4-chloro-2-methoxyphenyl)-2-hydroxy-4-methyl-2-(trifluoromethyl)pentanal). Reported procedure: Analogously to Example 2, the corresponding imine is produced starting from 1.0 g of 4-(4-chloro-2-methoxyphenyl)-2-hydroxy-4-methyl-2-(trifluoromethyl)pentanal and 492 mg of 5-aminoquinolin-2(1H)-one. 20 mg of the title compound is obtained by reaction of 300 mg of the imine with 3.2 ml of BBr3 (1N in dichloromethane). RXN SMILES: [Cl:1][C:2]1[CH:7]=[CH:6][C:5]([C:8]([CH3:19])([CH3:18])[CH2:9][C:10]([OH:17])([C:13]([F:16])([F:15])[F:14])[CH:11]=O)=[C:4]([O:20]C)[CH:3]=1.[NH2:22][C:23]1[CH:32]=[CH:31][CH:30]=[C:29]2[C:24]=1[CH:25]=[CH:26][C:27](=[O:33])[NH:28]2.B(Br)(Br)Br>>[Cl:1][C:2]1[CH:7]=[C:6]2[C:5]([C:8]([CH3:18])([CH3:19])[CH2:9][C:10]([OH:17])([C:13]([F:16])([F:15])[F:14])[CH:11]2[NH:22][C:23]2[CH:32]=[CH:31][CH:30]=[C:29]3[C:24]=2[CH:25]=[CH:26][C:27](=[O:33])[NH:28]3)=[C:4]([OH:20])[CH:3]=1. The yield is 1.4%. Product: ClC1=CC(=C2C(CC(C(C2=C1)NC1=C2C=CC(NC2=CC=C1)=O)(C(F)(F)F)O)(C)C)O (5-{[7-Chloro-2,5-dihydroxy-4,4-dimethyl-2-trifluoromethyl-1,2,3,4-tetrahydronaphthalen-1-yl]amino}-quinolin-2(1H)-one), imine. Starting materials: C1(CC1)C=C1COC2=CC(=CC=C2C1=O)C(=O)OC (methyl 3-(cyclopropylmethylene)-4-oxochroman-7-carboxylate), Cl.N(N)C1=CC(=C(C#N)C=C1)C (4-hydrazinyl-2-methylbenzonitrile hydrochloride). Yields the product C(#N)C1=C(C=C(C=C1)N1N=C2C(C1C1CC1)COC=1C=C(C=CC12)C(=O)O)C (2-(4-cyano-3-methylphenyl)-3-cyclopropyl-2,3,3a,4-tetrahydrochromeno[4,3-c]pyrazole-7-carboxylic acid). Reaction SMILES: [CH:1]1([CH:4]=[C:5]2[C:14](=O)[C:13]3[C:8](=[CH:9][C:10]([C:16]([O:18]C)=[O:17])=[CH:11][CH:12]=3)[O:7][CH2:6]2)[CH2:3][CH2:2]1.Cl.[NH:21]([C:23]1[CH:30]=[CH:29][C:26]([C:27]#[N:28])=[C:25]([CH3:31])[CH:24]=1)[NH2:22]>>[C:27]([C:26]1[CH:29]=[CH:30][C:23]([N:21]2[CH:4]([CH:1]3[CH2:2][CH2:3]3)[CH:5]3[CH2:6][O:7][C:8]4[CH:9]=[C:10]([C:16]([OH:18])=[O:17])[CH:11]=[CH:12][C:13]=4[C:14]3=[N:22]2)=[CH:24][C:25]=1[CH3:31])#[N:28] |f:1.2|. Procedure: The title compound was prepared from methyl 3-(cyclopropylmethylene)-4-oxochroman-7-carboxylate (Preparation 33), and 4-hydrazinyl-2-methylbenzonitrile hydrochloride (Preparation 2) according to Method B and Method C. The crude product was purified by reverse-phase HPLC (65 to 85% acetonitrile/water/0.05% trifluoroacetic acid) to give the title compound (yellow solid, 23 mg). The title compound was largely present as (±)-(3RS,3aSR)-2-(4-cyano-3-methylphenyl)-3-cyclopropyl-2,3,3a,4-tetrahydrochro... The reactants are CO, C=C(C)C1N(CC(=O)F)C(=O)CC(c2cccc(Cl)c2)C12C(=O)Nc1cc(Cl)ccc12, N. Yields the product C=C(C)C1N(CC(N)=O)C(=O)CC(c2cccc(Cl)c2)C12C(=O)Nc1cc(Cl)ccc12. As a reaction SMILES: [CH3:33][OH:34].[Cl:2][c:3]1[cH:4][cH:5][c:6]2[c:10]([cH:11]1)[NH:9][C:8](=[O:12])[C:7]21[CH:13]([C:30](=[CH2:31])[CH3:32])[N:14]([CH2:26][C:27](=[O:28])[F:29])[C:15](=[O:25])[CH2:16][CH:17]1[c:18]1[cH:19][c:20]([Cl:24])[cH:21][cH:22][cH:23]1.[NH3:1]>>[NH2:1][C:27]([CH2:26][N:14]1[CH:13]([C:30](=[CH2:31])[CH3:32])[C:7]2([c:6]3[cH:5][cH:4][c:3]([Cl:2])[cH:11][c:10]3[NH:9][C:8]2=[O:12])[CH:17]([c:18]2[cH:19][c:20]([Cl:24])[cH:21][cH:22][cH:23]2)[CH2:16][C:15]1=[O:25])=[O:28]. The reactants are BrCCO (2-bromoethanol), C(Cl)Cl (DCM), C(C)(C)(C)[Si](C)(C)Cl (tert-butylchlorodimethylsilane). The solvent is C(C)OC(C)=O (ethylacetate). Conditions: time 24 hour. The product is BrCCO[Si](C)(C)C(C)(C)C ((2-bromoethoxy)(tert-butyl)dimethylsilane). Yield: 1.8%. Reaction SMILES: [Br:1][CH2:2][CH2:3][OH:4].C(Cl)Cl.[C:8]([Si:12](Cl)([CH3:14])[CH3:13])([CH3:11])([CH3:10])[CH3:9]>C(OC(=O)C)C>[Br:1][CH2:2][CH2:3][O:4][Si:12]([C:8]([CH3:11])([CH3:10])[CH3:9])([CH3:14])[CH3:13]. Reported procedure: To a solution of 2-bromoethanol (3.4 mL, 48.34 mmol) in dry DCM (25 mL) imidazole (9.86 g, 143 mmol) and tert-butylchlorodimethylsilane (10.9 gm, 72.52 mmol) were added at 0° C. The reaction mixture was stirred at r.t. for 24 h. After completion of reaction, as confirmed by TLC, the reaction mixture was diluted with ethylacetate (350 mL) and washed with water (4×20 mL). The organic layer was dried over anhydrous Na2SO4 and volatiles were evaporated in vacuo. The residue obtained was purified by ...